Task: describe an organic reaction: reactants, conditions, products, and yield. Dataset: the Open Reaction Database (ORD), a public repository of structured organic reaction records The reactants are Cc1c(C(=O)O)cn(-c2ccnc3ccccc23)c1C, ClC(Cl)Cl, O=S(Cl)Cl. Yields the product Cc1c(C(=O)Cl)cn(-c2ccnc3ccccc23)c1C. As a reaction SMILES: [C:5](=[O:6])([OH:7])[c:8]1[cH:9][n:10](-[c:15]2[cH:16][cH:17][n:18][c:19]3[cH:20][cH:21][cH:22][cH:23][c:24]23)[c:11]([CH3:14])[c:12]1[CH3:13].[CH:25]([Cl:26])([Cl:27])[Cl:28].[S:1]([Cl:2])([Cl:3])=[O:4]>>[Cl:3][C:5](=[O:6])[c:8]1[cH:9][n:10](-[c:15]2[cH:16][cH:17][n:18][c:19]3[cH:20][cH:21][cH:22][cH:23][c:24]23)[c:11]([CH3:14])[c:12]1[CH3:13]. Starting materials: BrC=1N=C(C(=NC1)N(C(OC(C)(C)C)=O)C(=O)OC(C)(C)C)C=1OC(=NN1)C1=CC=CC=C1 (tert-butyl N-[5-bromo-3-(5-phenyl-1,3,4-oxadiazol-2-yl)pyrazin-2-yl]-N-tert-butoxycarbonyl-carbamate), C1CN(CC12CNCC2)C(=O)OC(C)(C)C (tert-butyl 3,7-diazaspiro[4.4]nonane-3-carboxylate), CCN(C(C)C)C(C)C (DIEA). The solvent is CN(C)C=O (DMF), CCOC(=O)C (EtOAc). Run at temperature 90 celsius. Product: C(C)(C)(C)OC(=O)N(C=1N=CC(=NC1C=1OC(=NN1)C1=CC=CC=C1)N1CC2(CN(CC2)C(=O)OC(C)(C)C)CC1)C(=O)OC(C)(C)C (tert-butyl 7-[5-[bis(tert-butoxycarbonyl)amino]-6-(5-phenyl-1,3,4-oxadiazol-2-yl)pyrazin-2-yl]-3,7-diazaspiro[4.4]nonane-3-carboxylate). Yield: 60.3%. RXN SMILES: Br[C:2]1[N:3]=[C:4]([C:23]2[O:24][C:25]([C:28]3[CH:33]=[CH:32][CH:31]=[CH:30][CH:29]=3)=[N:26][N:27]=2)[C:5]([N:8]([C:16]([O:18][C:19]([CH3:22])([CH3:21])[CH3:20])=[O:17])[C:9](=[O:15])[O:10][C:11]([CH3:14])([CH3:13])[CH3:12])=[N:6][CH:7]=1.[CH2:34]1[C:38]2([CH2:42][CH2:41][NH:40][CH2:39]2)[CH2:37][N:36]([C:43]([O:45][C:46]([CH3:49])([CH3:48])[CH3:47])=[O:44])[CH2:35]1.CCN(C(C)C)C(C)C>CN(C=O)C.CCOC(C)=O>[C:11]([O:10][C:9]([N:8]([C:16]([O:18][C:19]([CH3:22])([CH3:21])[CH3:20])=[O:17])[C:5]1[N:6]=[CH:7][C:2]([N:40]2[CH2:41][CH2:42][C:38]3([CH2:34][CH2:35][N:36]([C:43]([O:45][C:46]([CH3:47])([CH3:48])[CH3:49])=[O:44])[CH2:37]3)[CH2:39]2)=[N:3][C:4]=1[C:23]1[O:24][C:25]([C:28]2[CH:33]=[CH:32][CH:31]=[CH:30][CH:29]=2)=[N:26][N:27]=1)=[O:15])([CH3:14])([CH3:13])[CH3:12]. Procedure details: A mixture of tert-butyl N-[5-bromo-3-(5-phenyl-1,3,4-oxadiazol-2-yl)pyrazin-2-yl]-N-tert-butoxycarbonyl-carbamate (70 mg, 0.14 mmol), tert-butyl 3,7-diazaspiro[4.4]nonane-3-carboxylate (31 mg, 0.14 mmol) and DIEA (35 mg, 47 μL, 0.27 mmol) in DMF (1 mL) was heated at 90° C. for 2 h. The reaction mixture was allowed to cool to room temperature and diluted with EtOAc. The organic layer was washed with brine (2×), dried over Na2SO4, filtered and concentrated under reduced pressure. The crude materia... The reactants are COC1=C(C=NC(=C1C#N)OCC1=CC=C(C=C1)OC)C1=NN(C=C1)C (4-methoxy-2-((4-methoxybenzyl)oxy)-5-(1-methyl-1H-pyrazol-3-yl)nicotinonitrile), FC(C(=O)O)(F)F (trifluoroacetic acid). Conditions: time 15 minute. The product is FC(C(=O)O)(F)F.OC1=C(C#N)C(=C(C=N1)C1=NN(C=C1)C)OC (2-hydroxy-4-methoxy-5-(1-methyl-1H-pyrazol-3-yl)nicotinonitrile trifluoroacetate). Yield: 71.6%. RXN SMILES: [CH3:1][O:2][C:3]1[C:8]([C:9]#[N:10])=[C:7]([O:11]CC2C=CC(OC)=CC=2)[N:6]=[CH:5][C:4]=1[C:21]1[CH:25]=[CH:24][N:23]([CH3:26])[N:22]=1.[F:27][C:28]([F:33])([F:32])[C:29]([OH:31])=[O:30]>>[F:27][C:28]([F:33])([F:32])[C:29]([OH:31])=[O:30].[OH:11][C:7]1[N:6]=[CH:5][C:4]([C:21]2[CH:25]=[CH:24][N:23]([CH3:26])[N:22]=2)=[C:3]([O:2][CH3:1])[C:8]=1[C:9]#[N:10] |f:2.3|. Procedure details: A mixture of 4-methoxy-2-((4-methoxybenzyl)oxy)-5-(1-methyl-1H-pyrazol-3-yl)nicotinonitrile obtained in Step C (0.81 g) and trifluoroacetic acid (2.6 g) was stirred at room temperature for 15 min, and the solvent was evaporated under reduced pressure. To the residue was added a mixed solvent (5 mL) of isopropyl ether/ethyl acetate=1/1, and the mixture was stirred for 15 min. The precipitate was collected by filtration to give the title compound (0.57 g).